Task: describe an organic reaction: reactants, conditions, products, and yield. Dataset: the Open Reaction Database (ORD), a public repository of structured organic reaction records Reaction SMILES: [Cl:1][C:2]1[CH:14]=[C:13]([CH:15]([CH3:17])[CH3:16])[CH:12]=[CH:11][C:3]=1[C:4]([O:6]C(C)(C)C)=[O:5].FC(F)(F)C(O)=O>ClCCl>[Cl:1][C:2]1[CH:14]=[C:13]([CH:15]([CH3:17])[CH3:16])[CH:12]=[CH:11][C:3]=1[C:4]([OH:6])=[O:5]. Isolated yield 85.3%. Yields the product ClC1=C(C(=O)O)C=CC(=C1)C(C)C (2-chloro-4-isopropylbenzoic acid). Starting materials: ClC1=C(C(=O)OC(C)(C)C)C=CC(=C1)C(C)C (tert-butyl 2-chloro-4-isopropylbenzoate), FC(C(=O)O)(F)F (2,2,2-trifluoroacetic acid). Run in ClCCl (dichloromethane). Reported procedure: To a solution of tert-butyl 2-chloro-4-isopropylbenzoate (150 mg, 0.59 mmol) in dichloromethane (10 mL) was added 2,2,2-trifluoroacetic acid (2 mL) at room temperature. The resultant reaction mixture was stirred at 30° C. for 30 minutes. Thin layer chromatography showed that starting material was consumed completely. The solution was concentrated under reduced pressure to give 2-chloro-4-isopropylbenzoic acid (100 mg, 85.5%) as a white solid which was used in the next step directly. LRMS (M+H+) ... Run at temperature 30 celsius, time 30 minute. Reactants: Cl (hydrogen chloride), N1C(CCCC2=C1C=CC=C2)=O (2,3,4,5-tetrahydro-1H-[1]benzazepin-2-one), P(Cl)(Cl)(Cl)(Cl)Cl (phosphorus pentachloride), P(Cl)(Cl)(Cl)(Cl)Cl (phosphorus pentachloride). Run in C=1(C(=CC=CC1)C)C (xylene). Run at time 30 minute. The product is ClC1(C(NC2=C(CC1)C=CC=C2)=O)Cl (3,3-dichloro-2,3,4,5-tetrahydro-1H-[1]benzazepin-2-one). As a reaction SMILES: [NH:1]1[C:7]2[CH:8]=[CH:9][CH:10]=[CH:11][C:6]=2[CH2:5][CH2:4][CH2:3][C:2]1=[O:12].P(Cl)(Cl)(Cl)(Cl)[Cl:14].[ClH:19]>C1(C)C(C)=CC=CC=1>[Cl:19][C:3]1([Cl:14])[CH2:4][CH2:5][C:6]2[CH:11]=[CH:10][CH:9]=[CH:8][C:7]=2[NH:1][C:2]1=[O:12]. Reported procedure: A mixture of 2,3,4,5-tetrahydro-1H-[1]benzazepin-2-one (48.3 g, see Briggs et al., J. Chem. Soc. 1937, 456), phosphorus pentachloride (188 g), and xylene (1300 ml) was heated with stirring under an atmosphere of nitrogen to 90° (oil bath temperature) during 30 min with pauses at 30° (to allow the phosphorus pentachloride to dissolve) and at 50°. There was a copious evolution of hydrogen chloride. The temperature was maintained at 90° for 30 minutes. The reaction mixture was filtered while hot to... Starting materials: Cl.Cl.ClC1=CC2=C(C=3C=NNC13)CN(C([C@@H](C2)CC(=O)O)=O)CC2=CC=NC=C2 ((S)-2-(4-Chloro-8-oxo-9-(pyridin-4-ylmethyl)-3,6,7,8,9,10-hexahydroazepino[3,4-e]indazol-7-yl)acetic acid dihydrochloride), C1(=CC=CC=C1)C=1NC(N(C1)C1CCNCC1)=O (4-phenyl-1-(piperidin-4-yl)-1H-imidazol-2(3H)-one), ClC1=CC2=C(C=3C=NNC13)CN(C([C@@H](C2)CC(N2CCC(CC2)N2C(NC1=CC=CC=C1C2)=O)=O)=O)CC(C)(C)C (4-Chloro-9-(2,2-dimethyl-propyl)-7-(S)-{2-oxo-2-[4-(2-oxo-1,4-dihydro-2H-quinazolin-3-yl)-piperidin-1-yl]-ethyl}-6,7,9,10-tetrahydro-3H-2,3,9-triaza-cyclohepta[e]inden-8-one). The product is ClC1=CC2=C(C=3C=NNC13)CN(C([C@@H](C2)CC(N2CCC(CC2)N2C(NC(=C2)C2=CC=CC=C2)=O)=O)=O)CC2=CC=NC=C2 ((S)-4-Chloro-7-(2-oxo-2-(4-(2-oxo-4-phenyl-2,3-dihydroimidazol-1-yl)piperidin-1-yl)ethyl)-9-(pyridin-4-ylmethyl)-6,7,9,10-tetrahydroazepino[3,4-e]indazol-8(3H)-one). Isolated yield 30.0%. Reaction SMILES: Cl.Cl.[Cl:3][C:4]1[C:12]2[NH:11][N:10]=[CH:9][C:8]=2[C:7]2[CH2:13][N:14]([CH2:23][C:24]3[CH:29]=[CH:28][N:27]=[CH:26][CH:25]=3)[C:15](=[O:22])[C@H:16]([CH2:18][C:19](O)=[O:20])[CH2:17][C:6]=2[CH:5]=1.[C:30]1([C:36]2[NH:37][C:38](=[O:47])[N:39]([CH:41]3[CH2:46][CH2:45][NH:44][CH2:43][CH2:42]3)[CH:40]=2)[CH:35]=[CH:34][CH:33]=[CH:32][CH:31]=1.ClC1C2NN=CC=2C2CN(CC(C)(C)C)C(=O)[C@H](CC(=O)N3CCC(N4CC5C(=CC=CC=5)NC4=O)CC3)CC=2C=1>>[Cl:3][C:4]1[C:12]2[NH:11][N:10]=[CH:9][C:8]=2[C:7]2[CH2:13][N:14]([CH2:23][C:24]3[CH:25]=[CH:26][N:27]=[CH:28][CH:29]=3)[C:15](=[O:22])[C@H:16]([CH2:18][C:19](=[O:20])[N:44]3[CH2:43][CH2:42][CH:41]([N:39]4[CH:40]=[C:36]([C:30]5[CH:31]=[CH:32][CH:33]=[CH:34][CH:35]=5)[NH:37][C:38]4=[O:47])[CH2:46][CH2:45]3)[CH2:17][C:6]=2[CH:5]=1 |f:0.1.2|. Procedure details: (S)-2-(4-Chloro-8-oxo-9-(pyridin-4-ylmethyl)-3,6,7,8,9,10-hexahydroazepino[3,4-e]indazol-7-yl)acetic acid dihydrochloride (100 mg, 0.23 mmol) and 4-phenyl-1-(piperidin-4-yl)-1H-imidazol-2(3H)-one (60 mg, 0.28 mmol) were reacted following a procedure analogous to the preparation of 4-Chloro-9-(2,2-dimethyl-propyl)-7-(S)-{2-oxo-2-[4-(2-oxo-1,4-dihydro-2H-quinazolin-3-yl)-piperidin-1-yl]-ethyl}-6,7,9,10-tetrahydro-3H-2,3,9-triaza-cyclohepta[e]inden-8-one. Title compound was obtained as white solid ... The reactants are BrC1=C(C=CC=C1)S (2-bromothiophenol), C(CCC)C1(NC1)CC (2-butyl-2-ethylaziridine). Run in CO (methanol). Reaction conditions: time 1 hour. Product: BrC1=C(C=CC=C1)SCC(CCCC)(N)CC ((±)-1-(((2-Bromophenyl)thio)methyl)-1-ethylpentanamine). Isolated yield 113.4%. As a reaction SMILES: [Br:1][C:2]1[CH:7]=[CH:6][CH:5]=[CH:4][C:3]=1[SH:8].[CH2:9]([C:13]1([CH2:16][CH3:17])[CH2:15][NH:14]1)[CH2:10][CH2:11][CH3:12]>CO>[Br:1][C:2]1[CH:7]=[CH:6][CH:5]=[CH:4][C:3]=1[S:8][CH2:15][C:13]([CH2:16][CH3:17])([NH2:14])[CH2:9][CH2:10][CH2:11][CH3:12]. Reported procedure: To a solution of 2-bromothiophenol (13.5 g, Lancaster) in methanol (45 ml) was added dropwise 2-butyl-2-ethylaziridine (10.0 g, Synthetic Example 1(f)). The mixture was stirred at room temperature for 1 hour. Solvent was evaporated to afford the title product as a light yellow oil (25.6 g). 1H NMR consistent with the proposed structure.